From a dataset of the Open Reaction Database (ORD), a public repository of structured organic reaction records. describe an organic reaction: reactants, conditions, products, and yield Reactants: [Br-], CC[Mg+], CCOCC, Cl, [Na+], [OH-], N#Cc1ccc2ncccc2c1. Product: NC1(c2ccc3ncccc3c2)CC1. RXN SMILES: [Br-:1].[CH2:2]([CH3:3])[Mg+:4].[CH3:20][CH2:21][O:22][CH2:23][CH3:24].[ClH:17].[Na+:19].[OH-:18].[n:5]1[cH:6][cH:7][cH:8][c:9]2[cH:10][c:11]([C:15]#[N:16])[cH:12][cH:13][c:14]12>>[CH2:2]1[CH2:3][C:15]1([c:11]1[cH:10][c:9]2[cH:8][cH:7][cH:6][n:5][c:14]2[cH:13][cH:12]1)[NH2:16]. Reactants: O=Cc1nccn1C(c1ccccc1)(c1ccccc1)c1ccccc1, C1CCOC1, CCNC(=O)c1ccc(-n2nnc(C(=O)NC3CC3)c2CP(=O)(OCC)OCC)cc1, [H-], [Na+], O. The product is CCNC(=O)c1ccc(-n2nnc(C(=O)NC3CC3)c2C=Cc2nccn2C(c2ccccc2)(c2ccccc2)c2ccccc2)cc1. RXN SMILES: [C:34]([c:35]1[cH:36][cH:37][cH:38][cH:39][cH:40]1)([c:41]1[cH:42][cH:43][cH:44][cH:45][cH:46]1)([c:47]1[cH:48][cH:49][cH:50][cH:51][cH:52]1)[n:53]1[c:54]([CH:58]=[O:59])[n:55][cH:56][cH:57]1.[CH2:61]1[O:62][CH2:63][CH2:64][CH2:65]1.[CH:1]1([NH:4][C:5](=[O:6])[c:7]2[n:8][n:9][n:10](-[c:21]3[cH:22][cH:23][c:24]([C:27](=[O:28])[NH:29][CH2:30][CH3:31])[cH:25][cH:26]3)[c:11]2[CH2:12][P:13]([O:14][CH2:15][CH3:16])([O:17][CH2:18][CH3:19])=[O:20])[CH2:2][CH2:3]1.[H-:32].[Na+:33].[OH2:60]>>[CH:1]1([NH:4][C:5](=[O:6])[c:7]2[n:8][n:9][n:10](-[c:21]3[cH:22][cH:23][c:24]([C:27](=[O:28])[NH:29][CH2:30][CH3:31])[cH:25][cH:26]3)[c:11]2[CH:12]=[CH:58][c:54]2[n:53]([C:34]([c:35]3[cH:36][cH:37][cH:38][cH:39][cH:40]3)([c:41]3[cH:42][cH:43][cH:44][cH:45][cH:46]3)[c:47]3[cH:48][cH:49][cH:50][cH:51][cH:52]3)[cH:57][cH:56][n:55]2)[CH2:2][CH2:3]1. Reactants: COC(=O)C=1SC(=CC1)C(NC(C)C=1SC(=CC1)Br)=O (5-[1-(5-bromo-thiophen-2-yl)-ethylcarbamoyl]-thiophene-2-carboxylic acid methyl ester), COC1=C(C=CC=C1)B(O)O (2-methoxy-benzene-boronic acid). The product is COC(=O)C=1SC(=CC1)C(NC(C)C=1SC(=CC1)C1=C(C=CC=C1)OC)=O (5-{1-[5-(2-Methoxy-phenyl)-thiophen-2-yl]-ethylcarbamoyl}-thiophene-2-carboxylic acid methyl ester). As a reaction SMILES: [CH3:1][O:2][C:3]([C:5]1[S:6][C:7]([C:10](=[O:20])[NH:11][CH:12]([C:14]2[S:15][C:16](Br)=[CH:17][CH:18]=2)[CH3:13])=[CH:8][CH:9]=1)=[O:4].[CH3:21][O:22][C:23]1[CH:28]=[CH:27][CH:26]=[CH:25][C:24]=1B(O)O>>[CH3:1][O:2][C:3]([C:5]1[S:6][C:7]([C:10](=[O:20])[NH:11][CH:12]([C:14]2[S:15][C:16]([C:24]3[CH:25]=[CH:26][CH:27]=[CH:28][C:23]=3[O:22][CH3:21])=[CH:17][CH:18]=2)[CH3:13])=[CH:8][CH:9]=1)=[O:4]. Reported procedure: The title compound was prepared in an analogous manner to that described in example 2, step 3 from 5-[1-(5-bromo-thiophen-2-yl)-ethylcarbamoyl]-thiophene-2-carboxylic acid methyl ester and 2-methoxy-benzene-boronic acid. Starting materials: [Cl-].[NH4+] (ammonium chloride), C1(CC1)C1=CC(=NN1)NC1=C(C(=C(C=C1[N+](=O)[O-])F)N[C@@H](C)C1=CC=C(C=C1)F)F ((S)-N1-(5-cyclopropyl-1H-pyrazol-3-yl)-2,4-difluoro-N3-(1-(4-fluorophenyl)ethyl)-6-nitrobenzene-1,3-diamine), C(C)(=O)[O-].[NH4+] (ammonium acetate). The reagents and catalysts are [Zn] (zinc). Solvent: CO.C1CCOC1 (MeOH THF). Run at temperature 25 celsius, time 2 hour. The product is C1(CC1)C1=CC(=NN1)NC=1C(=C(C(=CC1N)F)N[C@@H](C)C1=CC=C(C=C1)F)F ((S)-N3-(5-Cyclopropyl-1H-pyrazol-3-yl)-2,6-difluoro-N1-(1-(4-fluorophenyl)ethyl)benzene-1,3,4-triamine). RXN SMILES: [Cl-].[NH4+].[CH:3]1([C:6]2[NH:10][N:9]=[C:8]([NH:11][C:12]3[C:17]([N+:18]([O-])=O)=[CH:16][C:15]([F:21])=[C:14]([NH:22][C@H:23]([C:25]4[CH:30]=[CH:29][C:28]([F:31])=[CH:27][CH:26]=4)[CH3:24])[C:13]=3[F:32])[CH:7]=2)[CH2:5][CH2:4]1.C([O-])(=O)C.[NH4+]>CO.C1COCC1.[Zn]>[CH:3]1([C:6]2[NH:10][N:9]=[C:8]([NH:11][C:12]3[C:13]([F:32])=[C:14]([NH:22][C@H:23]([C:25]4[CH:26]=[CH:27][C:28]([F:31])=[CH:29][CH:30]=4)[CH3:24])[C:15]([F:21])=[CH:16][C:17]=3[NH2:18])[CH:7]=2)[CH2:5][CH2:4]1 |f:0.1,3.4,5.6|. Procedure details: A solution of saturated ammonium chloride (4 ml) was added slowly to a suspension of (S)-N1-(5-cyclopropyl-1H-pyrazol-3-yl)-2,4-difluoro-N3-(1-(4-fluorophenyl)ethyl)-6-nitrobenzene-1,3-diamine (Method 102, 0.30 g, 0.719 mmol) and zinc dust (0.235 g, 3.59 mmol) in MeOH/THF (10 ml, 1:1). The mixture was stirred at 25° C. for 2 hours. Saturated ammonium acetate solution (5 ml) was added and the mixture was stirred for another 30 minutes. Zn dust was removed by filtration and the cake was washed wit... The solvent is C(C)O (ethanol). Starting materials: C(CC)NC1(CC1)C1=CC=C(C=C1)C#CC1=CC=C(C(=O)OCC)C=C1 (ethyl 4-[4-(1-propylamino-cyclopropyl)-phenylethynyl]-benzoate), C(CC)NC1(CC1)C1=CC=C(C=C1)C#CC1=CC=C(C(=O)OCC)C=C1 (ethyl 4-[4-(1-propylamino-cyclopropyl)-phenylethynyl]-benzoate), [OH-].[Na+] (NaOH), aqueous solution, O1CCCC1 (tetrahydrofuran). Procedure: Using General Procedure I; a solution of ethyl 4-[4-(1-propylamino-cyclopropyl)-phenylethynyl]-benzoate (Compound 107, 40.0 mg, 0.12 mmol) in ethanol (3 mL) and tetrahydrofuran (3 mL) was treated with NaOH (160.0 mg, 4.0 mmols, 2.0 mL of a 2N aqueous solution) and stirred overnight at room temperature. Work-up afforded 25.0 mg (69%) of the title compound as a solid. Isolated yield 69.0%. Reaction SMILES: [CH2:1]([NH:4][C:5]1([C:8]2[CH:13]=[CH:12][C:11]([C:14]#[C:15][C:16]3[CH:26]=[CH:25][C:19]([C:20]([O:22]CC)=O)=[CH:18][CH:17]=3)=[CH:10][CH:9]=2)[CH2:7][CH2:6]1)[CH2:2][CH3:3].[OH-:27].[Na+].O1C[CH2:32][CH2:31][CH2:30]1>C(O)C>[CH2:1]([N:4]([CH2:30][CH2:31][CH3:32])[C:5]1([C:8]2[CH:9]=[CH:10][C:11]([C:14]#[C:15][C:16]3[CH:26]=[CH:25][C:19]([C:20]([OH:22])=[O:27])=[CH:18][CH:17]=3)=[CH:12][CH:13]=2)[CH2:7][CH2:6]1)[CH2:2][CH3:3] |f:1.2|. The product is C(CC)N(C1(CC1)C1=CC=C(C=C1)C#CC1=CC=C(C(=O)O)C=C1)CCC (4-[4-(1-Dipropylamino-cyclopropyl)-phenylethynyl]-benzoic Acid). Run at time 8 hour. Reactants: CC(C)(C)c1ccc(N2C(=O)N(Cc3ccnc(NC(=O)Oc4ccccc4)n3)C(C)(C)C2=O)cc1, CNC, C1CCOC1. Product: CN(C)C(=O)Nc1nccc(CN2C(=O)N(c3ccc(C(C)(C)C)cc3)C(=O)C2(C)C)n1. Reaction SMILES: [C:1]([CH3:2])([CH3:3])([CH3:4])[c:5]1[cH:6][cH:7][c:8]([N:11]2[C:12](=[O:36])[N:13]([CH2:19][c:20]3[n:21][c:22]([NH:26][C:27]([O:28][c:30]4[cH:31][cH:32][cH:33][cH:34][cH:35]4)=[O:29])[n:23][cH:24][cH:25]3)[C:14]([CH3:17])([CH3:18])[C:15]2=[O:16])[cH:9][cH:10]1.[CH3:37][NH:38][CH3:39].[O:40]1[CH2:41][CH2:42][CH2:43][CH2:44]1>>[C:1]([CH3:2])([CH3:3])([CH3:4])[c:5]1[cH:6][cH:7][c:8]([N:11]2[C:12](=[O:36])[N:13]([CH2:19][c:20]3[n:21][c:22]([NH:26][C:27](=[O:28])[N:38]([CH3:37])[CH3:39])[n:23][cH:24][cH:25]3)[C:14]([CH3:17])([CH3:18])[C:15]2=[O:16])[cH:9][cH:10]1. The reactants are C(C(=C)C)(=O)OCCO (β-hydroxyethyl methacrylate), CC1S(OC(C1C)=O)(=O)=O (3,4-dimethyl-1,2-oxathiolane-5-one-2,2-dioxide). Product: C(C(=C)C)(=O)OCCOC(C(C(C)S(=O)(=O)O)C)=O (methacryloxyethyl-2-methyl-3-sulfo-butyrate). The yield is 70.0%. Reaction SMILES: [C:1]([O:6][CH2:7][CH2:8][OH:9])(=[O:5])[C:2]([CH3:4])=[CH2:3].[CH3:10][CH:11]1[CH:15]([CH3:16])[C:14](=[O:17])[O:13][S:12]1(=[O:19])=[O:18]>>[C:1]([O:6][CH2:7][CH2:8][O:9][C:14](=[O:17])[CH:15]([CH3:16])[CH:11]([S:12]([OH:19])(=[O:18])=[O:13])[CH3:10])(=[O:5])[C:2]([CH3:4])=[CH2:3]. Procedure: By procedure 9)a) above, β-hydroxyethyl methacrylate is reacted with an equimolar amount of 3,4-dimethyl-1,2-oxathiolane-5-one-2,2-dioxide. There is obtained a 70% yield of methacryloxyethyl-2-methyl-3-sulfo-butyrate. Reactants: CC(=O)Cl, CCO, OC(Cc1ccccc1Cl)(Cn1ncnc1S)C1(Cl)CC1, [H-], [Na+], C1CCOC1. Product: CC(=O)Sc1ncnn1CC(O)(Cc1ccccc1Cl)C1(Cl)CC1. RXN SMILES: [CH3:24][C:25]([Cl:26])=[O:27].[CH3:28][CH2:29][OH:30].[Cl:1][C:2]1([C:5]([CH2:6][c:7]2[c:8]([Cl:13])[cH:9][cH:10][cH:11][cH:12]2)([CH2:14][n:15]2[n:16][cH:17][n:18][c:19]2[SH:20])[OH:21])[CH2:3][CH2:4]1.[H-:22].[Na+:23].[O:31]1[CH2:32][CH2:33][CH2:34][CH2:35]1>>[Cl:1][C:2]1([C:5]([CH2:6][c:7]2[c:8]([Cl:13])[cH:9][cH:10][cH:11][cH:12]2)([CH2:14][n:15]2[n:16][cH:17][n:18][c:19]2[S:20][C:25]([CH3:24])=[O:27])[OH:21])[CH2:3][CH2:4]1.